This data is from the Open Reaction Database (ORD), a public repository of structured organic reaction records. The task is: describe an organic reaction: reactants, conditions, products, and yield Yields the product C1(=CC=CC=C1)CCCC1=CC=C(C=C1)P(Cl)C1=CC=C(C=C1)CCCC1=CC=CC=C1 (di[p-(3-phenylpropyl)phenyl]chlorophosphine). The reactants are C1(=CC=CC=C1)CCCC1=CC=C(C=C1)[Li] (p-(3-phenylpropyl)phenyllithium), COP(Cl)Cl (CH3OPCl2). The yield is 90.0%. Procedure: p-(3-phenylpropyl)phenyllithium (8.1 g, 40 mmol) in 150 ml solvent (Et2O/THF 1/1) was added dropwise to CH3OPCl2 (2.66 g, 20 mmol) in 70 ml solvent (Et2O/THF 1/1) at -70° C. The addition was completed in 2 h. The reaction mixture was stirred overnight at room temperature and then brought to reflux for 2 h. The precipitate was filtered and the solvent of the solution was removed by applying vacuum. PCl3 (15 ml) was added to the resulting viscous oil and stirred for 24 h. Then the mixture was kept... Solvent: solvent, solvent. As a reaction SMILES: [C:1]1([CH2:7][CH2:8][CH2:9][C:10]2[CH:15]=[CH:14][C:13]([Li])=[CH:12][CH:11]=2)[CH:6]=[CH:5][CH:4]=[CH:3][CH:2]=1.CO[P:19]([Cl:21])Cl>>[C:1]1([CH2:7][CH2:8][CH2:9][C:10]2[CH:15]=[CH:14][C:13]([P:19]([C:13]3[CH:14]=[CH:15][C:10]([CH2:9][CH2:8][CH2:7][C:1]4[CH:6]=[CH:5][CH:4]=[CH:3][CH:2]=4)=[CH:11][CH:12]=3)[Cl:21])=[CH:12][CH:11]=2)[CH:6]=[CH:5][CH:4]=[CH:3][CH:2]=1. Reaction conditions: time 2 hour. The reactants are O=S(=O)(Cl)c1ccc(F)cc1, NC(Cc1c[nH]c2ccccc12)C(=O)O. Yields the product O=C(O)C(Cc1c[nH]c2ccccc12)NS(=O)(=O)c1ccc(F)cc1. As a reaction SMILES: [F:1][c:2]1[cH:3][cH:4][c:5]([S:8](=[O:9])(=[O:10])[Cl:11])[cH:6][cH:7]1.[NH2:12][CH:13]([C:14](=[O:15])[OH:16])[CH2:17][c:18]1[cH:19][nH:20][c:21]2[cH:22][cH:23][cH:24][cH:25][c:26]12>>[F:1][c:2]1[cH:3][cH:4][c:5]([S:8](=[O:9])(=[O:10])[NH:12][CH:13]([C:14](=[O:15])[OH:16])[CH2:17][c:18]2[cH:19][nH:20][c:21]3[cH:22][cH:23][cH:24][cH:25][c:26]23)[cH:6][cH:7]1. Reactants: N1=CC=CC=C1 (pyridine), C(C)(C)(C)OC(=O)NC1(CC1)C(=O)O (1-tert-butoxycarbonylamino-cyclopropanecarboxylic acid), CC(C)(C)OC(=O)OC(=O)OC(C)(C)C (Boc anhydride), C([O-])(O)=O.[NH4+] (ammonium bicarbonate). The solvent is C(C)#N (acetonitrile). Run at time 16 hour. The product is C(C)(C)(C)OC(NC1(CC1)C(N)=O)=O ((1-carbamoyl-cyclopropyl)-carbamic acid tert-butyl ester). The yield is 150.8%. Reaction SMILES: [C:1]([O:5][C:6]([NH:8][C:9]1([C:12]([OH:14])=O)[CH2:11][CH2:10]1)=[O:7])([CH3:4])([CH3:3])[CH3:2].CC(OC(OC(OC(C)(C)C)=O)=O)(C)C.C(=O)(O)[O-].[NH4+].[N:35]1C=CC=CC=1>C(#N)C>[C:1]([O:5][C:6](=[O:7])[NH:8][C:9]1([C:12](=[O:14])[NH2:35])[CH2:11][CH2:10]1)([CH3:4])([CH3:3])[CH3:2] |f:2.3|. Reported procedure: To a mixture of 1-tert-butoxycarbonylamino-cyclopropanecarboxylic acid (2.00 g, 9.94 mmol), Boc anhydride (2.82 g, 12.9 mmol), ammonium bicarbonate (0.982 g, 12.4 mmol) in 30 mL of acetonitrile at room temperature was added pyridine (0.482 mL, 5.96 mmol). The cloudy, colorless reaction mixture was stirred at room temperature for 16 h and then concentrated under reduced pressure. The residue was partitioned between 100 mL of ethyl acetate and 30 mL of 1 M HCl. The organic phase was washed with 30... Starting materials: [Cl-].[Cl-].[CH-]1C=CC=C1.[CH-]1C=CC=C1.[Ti+2] (titanocene dichloride). The reagents and catalysts are [Zn] (zinc). Solvent: C1CCOC1 (THF). Conditions: time 1 hour. The product is [Cl-].C1(C=CC=C1)[Ti+]C1C=CC=C1 (dicyclopentadienyl titanium (III) chloride). RXN SMILES: [Cl-:1].[Cl-].[CH-:3]1[CH:7]=[CH:6][CH:5]=[CH:4]1.[CH-:8]1[CH:12]=[CH:11][CH:10]=[CH:9]1.[Ti+2:13]>C1COCC1.[Zn]>[Cl-:1].[CH:3]1([Ti+:13][CH:8]2[CH:12]=[CH:11][CH:10]=[CH:9]2)[CH:7]=[CH:6][CH:5]=[CH:4]1 |f:0.1.2.3.4,7.8|. Procedure: To a red solution of titanocene dichloride (0.500 g, 2.00 mmol) in anhydrous THF (4.0 mL) was added zinc dust (0.392 g, 6.00 mmol). The resulting suspension was vigorously stirred for 1 h under an argon atmosphere to give a green suspension. Excess zinc was removed by filtration through a 0.45 μm microfilter to give a green solution of dicyclopentadienyl titanium (III) chloride. To a solution of compound 505A (0.207 g, 0.399 mmol) and 1,4-cyclohexadiene (0.380 mL, 4.02 mmol) in anhydrous THF (1 ...